Dataset: the Open Reaction Database (ORD), a public repository of structured organic reaction records. Task: describe an organic reaction: reactants, conditions, products, and yield Reactants: CC1=NC=CC(=C1)C(C[C@@H](C1=C(C=CC=C1)C)C1=CC=C(C=C1)C1=CC=C(C=C1)C(=O)O)=O (4′-[(R)-3-(2-methyl-pyridin-4-yl)-3-oxo-1-o-tolyl-propyl]-biphenyl-4-carboxylic acid), Cl.COC(CN)=O (glycine methyl ester hydrochloride). Yields the product COC(CNC(=O)C1=CC=C(C=C1)C1=CC=C(C=C1)[C@@H](CC(=O)C1=CC(=NC=C1)C)C1=C(C=CC=C1)C)=O (({4′-[(R)-3-(2-Methyl-pyridin-4-yl)-3-oxo-1-o-tolyl-propyl]-biphenyl-4-carbonyl}-amino)-acetic acid methyl ester). RXN SMILES: [CH3:1][C:2]1[CH:7]=[C:6]([C:8](=[O:33])[CH2:9][C@H:10]([C:18]2[CH:23]=[CH:22][C:21]([C:24]3[CH:29]=[CH:28][C:27]([C:30](O)=[O:31])=[CH:26][CH:25]=3)=[CH:20][CH:19]=2)[C:11]2[CH:16]=[CH:15][CH:14]=[CH:13][C:12]=2[CH3:17])[CH:5]=[CH:4][N:3]=1.Cl.[CH3:35][O:36][C:37](=[O:40])[CH2:38][NH2:39]>>[CH3:35][O:36][C:37](=[O:40])[CH2:38][NH:39][C:30]([C:27]1[CH:26]=[CH:25][C:24]([C:21]2[CH:20]=[CH:19][C:18]([C@H:10]([C:11]3[CH:16]=[CH:15][CH:14]=[CH:13][C:12]=3[CH3:17])[CH2:9][C:8]([C:6]3[CH:5]=[CH:4][N:3]=[C:2]([CH3:1])[CH:7]=3)=[O:33])=[CH:23][CH:22]=2)=[CH:29][CH:28]=1)=[O:31] |f:1.2|. Reported procedure: In analogy to example 89, step 2, from 4′-[(R)-3-(2-methyl-pyridin-4-yl)-3-oxo-1-o-tolyl-propyl]-biphenyl-4-carboxylic acid (example 95, step 1) and glycine methyl ester hydrochloride was prepared the title compound as light yellow foam, MS (ESI+): m/z=507.2282 ([M+H]+). The reactants are C(C)(=O)N1C(CC2=CC=CC=C12)C (N-acetyl-2-methylindoline), [Cl-].[Al+3].[Cl-].[Cl-] (aluminum chloride), C(C)(=O)Cl (acetyl chloride). Run in C(=S)=S (carbon disulfide). Reaction conditions: temperature 50 celsius. The product is C(C)(=O)N1C(CC2=CC(=CC=C12)C(C)=O)C (N-acetyl-2-methylindolin-5-yl ethanone). Isolated yield 96.9%. RXN SMILES: [C:1]([N:4]1[C:12]2[C:7](=[CH:8][CH:9]=[CH:10][CH:11]=2)[CH2:6][CH:5]1[CH3:13])(=[O:3])[CH3:2].[Cl-].[Al+3].[Cl-].[Cl-].[C:18](Cl)(=[O:20])[CH3:19]>C(=S)=S>[C:1]([N:4]1[C:12]2[C:7](=[CH:8][C:9]([C:18](=[O:20])[CH3:19])=[CH:10][CH:11]=2)[CH2:6][CH:5]1[CH3:13])(=[O:3])[CH3:2] |f:1.2.3.4|. Reported procedure: To a mixture of the compound from Step 1 (2.0 g, 11.4 mmol) and aluminum chloride (7.0 g, 52 mmol) in carbon disulfide (20 mL) is added acetyl chloride (1.2 mL, 17.1 mmol). The mixture is heated at 50° C. for 72 h, cooled, quenched with ice water then diluted with ethyl acetate and washed with water and brine, dried over anhydrous sodium sulfate, filtered, concentrated, and chromatographed on silica gel eluting with 40-50% ethyl acetate in heptane to give 2.4 g (97%) of the title compound as a o...